This data is from the Open Reaction Database (ORD), a public repository of structured organic reaction records. The task is: describe an organic reaction: reactants, conditions, products, and yield Starting materials: Cl (hydrochloric acid), NC1[C@@H]2N(C(=C(CS2)CSC2=NN=NN2CCNC(=O)OC(C)(C)C)C(=O)O)C1=O (7-amino-3-[1-(2-tert-butoxycarbonylaminoethyl)-1H-tetrazol-5-yl]thiomethyl-3-cephem-4-carboxylic acid), C(=O)NC=1SC=C(N1)C(C(=O)O)=NOCC(=O)OC(C)(C)C (2-(2-Formamidothiazol-4-yl)-2-tert-butoxycarbonylmethoxyiminoacetic acid), P(=O)(Cl)(Cl)Cl (phosphoryl chloride), resultant solution. Solvent: CC(=O)C (acetone), C(C)N(CC)CC (triethylamine), O1CCCC1 (tetrahydrofuran), CN(C=O)C (N,N-dimethylformamide), C(C)(=O)OCC (Ethyl acetate). Run at time 30 minute. The product is C(=O)NC=1SC=C(N1)C(C(=O)NC1[C@@H]2N(C(=C(CS2)CSC2=NN=NN2CCNC(=O)OC(C)(C)C)C(=O)O)C1=O)=NOCC(=O)OC(C)(C)C (7-[2-(2-formamidothiazol-4-yl)-2-tert-butoxycarbonylmethoxyiminoacetamido]-3-[1-(2-tert-butoxycarbonylaminoethyl)-1H-tetrazol-5-yl]thiomethyl-3-cephem-4-carboxylic acid). Yield: 77.5%. RXN SMILES: [CH:1]([NH:3][C:4]1[S:5][CH:6]=[C:7]([C:9](=[N:13][O:14][CH2:15][C:16]([O:18][C:19]([CH3:22])([CH3:21])[CH3:20])=[O:17])[C:10]([OH:12])=O)[N:8]=1)=[O:2].P(Cl)(Cl)(Cl)=O.[NH2:28][CH:29]1[C:56](=[O:57])[N:31]2[C:32]([C:53]([OH:55])=[O:54])=[C:33]([CH2:36][S:37][C:38]3[N:42]([CH2:43][CH2:44][NH:45][C:46]([O:48][C:49]([CH3:52])([CH3:51])[CH3:50])=[O:47])[N:41]=[N:40][N:39]=3)[CH2:34][S:35][C@H:30]12.Cl>O1CCCC1.CC(C)=O.C(OCC)(=O)C.C(N(CC)CC)C.CN(C)C=O>[CH:1]([NH:3][C:4]1[S:5][CH:6]=[C:7]([C:9](=[N:13][O:14][CH2:15][C:16]([O:18][C:19]([CH3:22])([CH3:21])[CH3:20])=[O:17])[C:10]([NH:28][CH:29]2[C:56](=[O:57])[N:31]3[C:32]([C:53]([OH:55])=[O:54])=[C:33]([CH2:36][S:37][C:38]4[N:42]([CH2:43][CH2:44][NH:45][C:46]([O:48][C:49]([CH3:51])([CH3:52])[CH3:50])=[O:47])[N:41]=[N:40][N:39]=4)[CH2:34][S:35][C@H:30]23)=[O:12])[N:8]=1)=[O:2]. Procedure details: 2-(2-Formamidothiazol-4-yl)-2-tert-butoxycarbonylmethoxyiminoacetic acid (syn isomer, 1.62 g.) was added to a solution of N,N-dimethylformamide (432 mg.) and phosphoryl chloride (905 mg.) in tetrahydrofuran (16 ml.) and treated in a similar manner to that of Example 6-(1). The solution was added to a solution of 7-amino-3-[1-(2-tert-butoxycarbonylaminoethyl)-1H-tetrazol-5-yl]thiomethyl-3-cephem-4-carboxylic acid (3.0 g.) and triethylamine in 50% aqueous acetone (30 ml.) at -5° to -3° C. and pH 7... The reactants are three, COC1=CC(=CC=C1)N (m-Anisidine), IC1=CC=CC=C1 (iodobenzene), C1COCCOCCOCCOCCOCCO1 (18-crown-6), C([O-])([O-])=O.[K+].[K+] (potassium carbonate). The reagents and catalysts are [Cu] (copper). Run in C1(=CC=CC=C1)OC1=CC=CC=C1 (phenyl ether). Product: COC1=CC=CC(=C1)N(C2=CC=CC=C2)C3=CC=CC=C3 (3-methoxytriphenylamine). RXN SMILES: [CH3:1][O:2][C:3]1[CH:8]=[CH:7][CH:6]=[C:5]([NH2:9])[CH:4]=1.I[C:11]1[CH:16]=[CH:15][CH:14]=[CH:13][CH:12]=1.C1O[CH2:33][CH2:32]OCCOCCOCCOCCOC1.C(=O)([O-])[O-].[K+].[K+]>C1(OC2C=CC=CC=2)C=CC=CC=1.[Cu]>[CH3:1][O:2][C:3]1[CH:4]=[C:5]([N:9]([C:33]2[CH:32]=[CH:5][CH:4]=[CH:3][CH:8]=2)[C:11]2[CH:16]=[CH:15][CH:14]=[CH:13][CH:12]=2)[CH:6]=[CH:7][CH:8]=1 |f:3.4.5|. Reported procedure: 3-methoxytriphenylamine was prepared by a phase transfer variant of the Ullmann coupling procedure (S. Gauthier and J. M. J. Fréchet, Synthesis, 1987, 1331) in which 37.34 g m-Anisidine, 142.47 g iodobenzene, 74.93 g copper powder, 2.20 g 18-crown-6 and 320.8 g anhydrous potassium carbonate in 500 ml phenyl ether were placed into a 1 liter three necked round bottom flask equipped with overhead stirrer, reflux condenser, nitrogen inlet, thermowell, and heating mantle and heated at reflux overnigh... The reactants are ClC=1C=CC(=C(C1)C1=C(C=NC(=C1)OC)C#N)C#N (4-(5-chloro-2-cyanophenyl)-6-methoxypyridin-3-carbonitrile), Cl.[NH+]1=CC=CC=C1 (pyridinium hydrochloride). Product: ClC=1C=CC(=C(C1)C=1C(=CNC(C1)=O)C#N)C#N (4-(5-Chloro-2-cyanophenyl)-6-oxo-1,6-dihydropyridine-3-carbonitrile). As a reaction SMILES: [Cl:1][C:2]1[CH:3]=[CH:4][C:5]([C:18]#[N:19])=[C:6]([C:8]2[CH:13]=[C:12]([O:14]C)[N:11]=[CH:10][C:9]=2[C:16]#[N:17])[CH:7]=1.Cl.[NH+]1C=CC=CC=1>>[Cl:1][C:2]1[CH:3]=[CH:4][C:5]([C:18]#[N:19])=[C:6]([C:8]2[C:9]([C:16]#[N:17])=[CH:10][NH:11][C:12](=[O:14])[CH:13]=2)[CH:7]=1 |f:1.2|. Procedure details: 414 mg (purity 94%, 1.14 mmol) of 4-(5-chloro-2-cyanophenyl)-6-methoxypyridin-3-carbonitrile and pyridinium hydrochloride were reacted according to General Method 3A. Yield: 312 mg (purity 91%, 77% of theory) Reactants: CC(C)(C)OC(=O)N1CCc2onc(C(=O)O)c2C1, C1CCNCC1, CN(C)C=O, CN1CCOCC1. The product is CC(C)(C)OC(=O)N1CCc2onc(C(=O)N3CCCCC3)c2C1. Reaction SMILES: [C:14]([CH3:15])([CH3:16])([CH3:17])[O:18][C:19](=[O:20])[N:21]1[CH2:22][c:23]2[c:24]([o:27][n:28][c:29]2[C:30](=[O:31])[OH:32])[CH2:25][CH2:26]1.[CH2:1]1[CH2:2][CH2:3][NH:4][CH2:5][CH2:6]1.[CH3:33][N:34]([CH3:35])[CH:36]=[O:37].[CH3:7][N:8]1[CH2:9][CH2:10][O:11][CH2:12][CH2:13]1>>[CH2:1]1[CH2:2][CH2:3][N:4]([C:30]([c:29]2[c:23]3[c:24]([o:27][n:28]2)[CH2:25][CH2:26][N:21]([C:19]([O:18][C:14]([CH3:15])([CH3:16])[CH3:17])=[O:20])[CH2:22]3)=[O:31])[CH2:5][CH2:6]1.